From a dataset of the Open Reaction Database (ORD), a public repository of structured organic reaction records. describe an organic reaction: reactants, conditions, products, and yield Reactants: C(C1=CC=CC=C1)NC=1C=C2C(=CC(=NC2=CC1)C)Cl (Benzyl-(4-chloro-2-methylquinolin-6-yl)amine), C1(=CC=CC=C1)C1CNCC1 (3-phenylpyrrolidine). The solvent is C(C)OCCO (2-ethoxyethanol), O (water). Yields the product C(C1=CC=CC=C1)NC=1C=C2C(=CC(=NC2=CC1)C)N1CC(CC1)C1=CC=CC=C1 (Benzyl-[2-methyl-4-(3-phenylpyrrolidin-1-yl)quinolin-6-yl]amine). RXN SMILES: [CH2:1]([NH:8][C:9]1[CH:10]=[C:11]2[C:16](=[CH:17][CH:18]=1)[N:15]=[C:14]([CH3:19])[CH:13]=[C:12]2Cl)[C:2]1[CH:7]=[CH:6][CH:5]=[CH:4][CH:3]=1.[C:21]1([CH:27]2[CH2:31][CH2:30][NH:29][CH2:28]2)[CH:26]=[CH:25][CH:24]=[CH:23][CH:22]=1>C(OCCO)C.O>[CH2:1]([NH:8][C:9]1[CH:10]=[C:11]2[C:16](=[CH:17][CH:18]=1)[N:15]=[C:14]([CH3:19])[CH:13]=[C:12]2[N:29]1[CH2:30][CH2:31][CH:27]([C:21]2[CH:26]=[CH:25][CH:24]=[CH:23][CH:22]=2)[CH2:28]1)[C:2]1[CH:7]=[CH:6][CH:5]=[CH:4][CH:3]=1. Procedure: Benzyl-(4-chloro-2-methylquinolin-6-yl)amine (0.041 g; see Preparation 4 above) and 3-phenylpyrrolidine in 2-ethoxyethanol (1 mL) were heated in a microwave to 240° C. for 10 minutes. The reaction mixture was diluted with water and extracted with ethyl acetate, washed with water, dried (MgSO4), filtered and evaporated. The residue was purified by chromatography on silica, eluting with a mixture of dichloromethane, and methanol. The desired fractions were concentrated and the sample evaporated to... The reactants are ClC1=CC=C(C=C1)C=1C=C(C=2N(C1)C(=CN2)C(=O)O)C (6-(4-chloro-phenyl)-8-methyl-imidazo[1,2-a]pyridine-3-carboxylic acid), ONC(=N)C=1SC(=CC1)S(N)(=O)=O (N-hydroxy-5-sulfamoyl-thiophene-2-carboxamidine). Yields the product ClC1=CC=C(C=C1)C=1C=C(C=2N(C1)C(=CN2)C2=NC(=NO2)C2=CC=C(S2)S(=O)(=O)N)C (5-{5-[6-(4-Chloro-phenyl)-8-methyl-imidazo[1,2-a]pyridin-3-yl]-[1,2,4]oxadiazol-3-yl}-thiophene-2-sulfonic Acid Amide). RXN SMILES: [Cl:1][C:2]1[CH:7]=[CH:6][C:5]([C:8]2[CH:9]=[C:10]([CH3:20])[C:11]3[N:12]([C:14]([C:17]([OH:19])=O)=[CH:15][N:16]=3)[CH:13]=2)=[CH:4][CH:3]=1.O[NH:22][C:23]([C:25]1[S:26][C:27]([S:30](=[O:33])(=[O:32])[NH2:31])=[CH:28][CH:29]=1)=[NH:24]>>[Cl:1][C:2]1[CH:3]=[CH:4][C:5]([C:8]2[CH:9]=[C:10]([CH3:20])[C:11]3[N:12]([C:14]([C:17]4[O:19][N:24]=[C:23]([C:25]5[S:26][C:27]([S:30]([NH2:31])(=[O:33])=[O:32])=[CH:28][CH:29]=5)[N:22]=4)=[CH:15][N:16]=3)[CH:13]=2)=[CH:6][CH:7]=1. Procedure: The title compound was prepared from 6-(4-chloro-phenyl)-8-methyl-imidazo[1,2-a]pyridine-3-carboxylic acid (example C.33) (143 mg, 0.5 mmol) and N-hydroxy-5-sulfamoyl-thiophene-2-carboxamidine (example B.2) (166 mg, 0.75 mmol) according to general procedure II. Obtained after trituration with water and further purification by crystallization (MeOH/diethyl ether) as an off-white solid (159 mg, 67%). MS (ISN) 470.0 [(M−H)−]; mp 271° C. The reactants are N1(N=CC=C1)C=1C=C(C=CC1)C(=CC(C)C)C1=CC=2C(=NC=CC2)N1 (2-(1-(3-(1H-pyrazol-1-yl)phenyl)-3-methylbut-1-enyl)-1H-pyrrolo[2,3-b]pyridine). The reagents and catalysts are [Pd] (palladium on carbon). Solvent: O1CCCC1 (tetrahydrofuran), CO (methanol). Reaction conditions: temperature 25 celsius, time 3 day. Yields the product ethyl acetate petroleum ether, N1(N=CC=C1)C=1C=C(C=CC1)C(CC(C)C)C1=CC=2C(=NC=CC2)N1 (2-(1-(3-(1H-pyrazol-1-yl)phenyl)-3-methylbutyl)-1H-pyrrolo[2,3-b]pyridine). Yield: 72.5%. Reaction SMILES: [N:1]1([C:6]2[CH:7]=[C:8]([C:12]([C:17]3[NH:25][C:20]4=[N:21][CH:22]=[CH:23][CH:24]=[C:19]4[CH:18]=3)=[CH:13][CH:14]([CH3:16])[CH3:15])[CH:9]=[CH:10][CH:11]=2)[CH:5]=[CH:4][CH:3]=[N:2]1>O1CCCC1.CO.[Pd]>[N:1]1([C:6]2[CH:7]=[C:8]([CH:12]([C:17]3[NH:25][C:20]4=[N:21][CH:22]=[CH:23][CH:24]=[C:19]4[CH:18]=3)[CH2:13][CH:14]([CH3:16])[CH3:15])[CH:9]=[CH:10][CH:11]=2)[CH:5]=[CH:4][CH:3]=[N:2]1. Procedure details: A solution of 2-(1-(3-(1H-pyrazol-1-yl)phenyl)-3-methylbut-1-enyl)-1H-pyrrolo[2,3-b]pyridine (1.4 g, 4.3 mmol) in tetrahydrofuran (20 mL) and methanol (40 mL) was treated with 10% palladium on carbon (285 mg). The reaction was stirred at 25° C. under hydrogen atmosphere for 3 d. At this time, the reaction mixture was filtered and was washed with tetrahydrofuran (2×15 mL). The filtrate was concentrated in vacuo. Silica gel column chromatography (300-400 mesh, 25% ethyl acetate/petroleum ether) af... The solvent is C1CCOC1 (THF). Reaction SMILES: [F:1][CH:2]([F:39])[C:3]1[CH:8]=[CH:7][N:6]=[C:5]([NH:9][C:10]2[CH:11]=[C:12]([C:17]3[CH:18]=[N:19][C:20]([CH:23](OS(C)(=O)=O)[C@H:24]4[CH2:29][CH2:28][C@H:27]([C:30]([O:32][CH3:33])=[O:31])[CH2:26][CH2:25]4)=[N:21][CH:22]=3)[CH:13]=[C:14]([CH3:16])[CH:15]=2)[N:4]=1>[Pd].C1COCC1>[F:39][CH:2]([F:1])[C:3]1[CH:8]=[CH:7][N:6]=[C:5]([NH:9][C:10]2[CH:11]=[C:12]([C:17]3[CH:22]=[N:21][C:20]([CH2:23][C@H:24]4[CH2:29][CH2:28][C@H:27]([C:30]([O:32][CH3:33])=[O:31])[CH2:26][CH2:25]4)=[N:19][CH:18]=3)[CH:13]=[C:14]([CH3:16])[CH:15]=2)[N:4]=1. Reagents/catalysts: [Pd] (palladium on carbon). The product is FC(C1=NC(=NC=C1)NC=1C=C(C=C(C1)C)C=1C=NC(=NC1)C[C@@H]1CC[C@H](CC1)C(=O)OC)F (methyl trans-4-{[5-(3-{[4-(difluoromethyl)pyrimidin-2-yl]amino}-5-methylphenyl)pyrimidin-2-yl]methyl}cyclohexanecarboxylate). Conditions: temperature 40 celsius, time 48 hour. The reactants are FC(C1=NC(=NC=C1)NC=1C=C(C=C(C1)C)C=1C=NC(=NC1)C([C@@H]1CC[C@H](CC1)C(=O)OC)OS(=O)(=O)C)F (methyl trans-4-{[5-(3-{[4-(difluoromethyl)pyrimidin-2-yl]amino}-5-methylphenyl)pyrimidin-2-yl][(methylsulfonyl)oxy]methyl}cyclohexanecarboxylate). Reported procedure: A mixture of methyl trans-4-{[5-(3-{[4-(difluoromethyl)pyrimidin-2-yl]amino}-5-methylphenyl)pyrimidin-2-yl][(methylsulfonyl)oxy]methyl}cyclohexanecarboxylate (100 mg, 0.18 mmol) and palladium on carbon (10 mg, 10 wt %) in THF (10 mL) was stirred under a hydrogen atmosphere (45 psi) at 40° C. for 48 hours. The reaction mixture was then filtrated and concentrated under reduced pressure. The residue was purified by prep-TLC (ethyl acetate/petroleum ether) to give methyl trans-4-{[5-(3-{[4-(difluoro... Reactants: C(C)(=O)O (acetic acid), resultant mixture, C1OC(CC[C@@H]2[C@H](C(C[C@H]2OC2OCCCC2)=O)C\C=C/CCCCCC(=O)[O-])(CCCCCCC)OC1 ((Z)-9-(1R)-[(2R,3R)-2-(3,3-ethylenedioxydecyl)-5-oxo-3-(tetrahydropyranyloxy)cyclopentyl]-7-nonenoate), C1CCOC1 (THF). Solvent: solvent, O (water). Run at time 3 hour. Yields the product O[C@H]1[C@@H]([C@H](C(C1)=O)C\C=C/CCCCCC(=O)OC(C)C)CCC(CCCCCCC)=O (isopropyl (Z)-9-(1R)-[(2R,3R)-3-hydroxy-5-oxo-2-(3-oxodecyl)cyclopentyl]-7-nonenoate). RXN SMILES: C1C[O:37][C:3]([CH2:30][CH2:31][CH2:32][CH2:33][CH2:34][CH2:35][CH3:36])([CH2:4][CH2:5][C@H:6]2[C@H:10]([O:11]C3CCCCO3)[CH2:9][C:8](=[O:18])[C@@H:7]2[CH2:19]/[CH:20]=[CH:21]\[CH2:22][CH2:23][CH2:24][CH2:25][CH2:26][C:27]([O-:29])=[O:28])O1.C(O)(=O)C.[CH2:43]1[CH2:47]OC[CH2:44]1>O>[OH:11][C@@H:10]1[CH2:9][C:8](=[O:18])[C@H:7]([CH2:19]/[CH:20]=[CH:21]\[CH2:22][CH2:23][CH2:24][CH2:25][CH2:26][C:27]([O:29][CH:43]([CH3:47])[CH3:44])=[O:28])[C@H:6]1[CH2:5][CH2:4][C:3](=[O:37])[CH2:30][CH2:31][CH2:32][CH2:33][CH2:34][CH2:35][CH3:36]. Reported procedure: The compound (45) (0.311 g) was dissolved in a mixed solvent (5 ml) consisting of acetic acid, THF and water (2:1:1) and kept at 50° C. for 3 hours. The resultant mixture was worked up with the conventional procedure and the residue was subjected to silicagel column chromatography to give the titled compound (46). Yield: 0.156 g (66%). Compound (46) [Q1 =Q2 =H, Rb-Rc=hexyl, P3 =isopropyl]NMR(CDCl3)δ: 0.86 (t,3H,J=6.5 Hz), 1.20 (d,6H,J=6 Hz), 1.23-2.75 (m,33H), 4.20 (m,1H), 4.99 (Hept,1H,J=6 Hz),...